This data is from the Open Reaction Database (ORD), a public repository of structured organic reaction records. The task is: describe an organic reaction: reactants, conditions, products, and yield Starting materials: CC1(C=2C=CC=CC2C=2NC(C=3N(C21)C=CN3)=O)CCCCC(=O)OCC (ethyl 5-(10-methyl-4,5-dihydro-4-oxo-10H-imidazo[1,2-a]indeno[1,2-e]pyrazin-10-yl)-valerate), C[Si](C)(C)Cl (trimethylsilyl chloride), O1OOCCC1 (trioxane), CC1C=2C=CC=CC2C=2NC(C=3N(C21)C=CN3)=O (10-methyl-5H,10H-imidazo[1,2-a]indeno[1,2-e]pyrazin-4-one), [H-].[Na+] (sodium hydride). The solvent is CN(C=O)C (dimethylformamide). The product is OCC1(C=2C=CC=CC2C=2NC(C=3N(C21)C=CN3)=O)C (10-hydroxymethyl-10-methyl-5H,10H-imidazo[1,2-a]indeno[1,2-e]pyrazin-4-one). As a reaction SMILES: [CH3:1][C:2]1(CCCCC(OCC)=O)[C:14]2[N:13]3[CH:15]=[CH:16][N:17]=[C:12]3[C:11](=[O:18])[NH:10][C:9]=2[C:8]2[CH:7]=[CH:6][CH:5]=[CH:4][C:3]1=2.CC1C2N3C=CN=C3[C:38](=[O:45])NC=2C2C=CC=CC1=2.[H-].[Na+].C[Si](Cl)(C)C.O1CCCOO1>CN(C)C=O>[OH:45][CH2:38][C:2]1([CH3:1])[C:14]2[N:13]3[CH:15]=[CH:16][N:17]=[C:12]3[C:11](=[O:18])[NH:10][C:9]=2[C:8]2[CH:7]=[CH:6][CH:5]=[CH:4][C:3]1=2 |f:2.3|. Procedure: The process is performed as in Example 50 for the preparation of ethyl 5-(10-methyl-4,5-dihydro-4-oxo-10H-imidazo[1,2-a]indeno[1,2-e]pyrazin-10-yl)-valerate but starting with 0.48 g of 10-methyl-5H,10H-imidazo[1,2-a]indeno[1,2-e]pyrazin-4-one, 25 ml of dimethylformamide, 0.33 g of sodium hydride, 0.28 ml of trimethylsilyl chloride and 0.1 g of trioxane. 0.27 g of 10-hydroxymethyl-10-methyl-5H,10H-imidazo[1,2-a]indeno[1,2-e]pyrazin-4-one is obtained in the form of a pale yellow solid melting abov... Starting materials: Cl.C1(=CC=CC=C1)C1(CC[C@@]([C@@H]2CNC[C@H]12)(O)C1=C(C=CC=C1)OC)C1=CC=CC=C1 ((3aS,4S,7aS)-7,7-diphenyl-4-(2-methoxyphenyl)perhydroisoindol-4-ol hydrochloride), COC1=CC=C(C=C1)CC(=O)O ((4-methoxyphenyl)acetic acid). Yields the product C1(=CC=CC=C1)C1(CC[C@@]([C@@H]2CN(C[C@H]12)C(CC1=CC=C(C=C1)OC)=O)(O)C1=C(C=CC=C1)OC)C1=CC=CC=C1 ((3aS,4S,7aS)-7,7-diphenyl-4-(2-methoxyphenyl)-2-[(4-methoxyphenyl)acetyl]perhydroisoindol-4-ol). Yield: 66.1%. As a reaction SMILES: Cl.[C:2]1([C:8]2([C:26]3[CH:31]=[CH:30][CH:29]=[CH:28][CH:27]=3)[C@@H:16]3[C@@H:12]([CH2:13][NH:14][CH2:15]3)[C@@:11]([C:18]3[CH:23]=[CH:22][CH:21]=[CH:20][C:19]=3[O:24][CH3:25])([OH:17])[CH2:10][CH2:9]2)[CH:7]=[CH:6][CH:5]=[CH:4][CH:3]=1.[CH3:32][O:33][C:34]1[CH:39]=[CH:38][C:37]([CH2:40][C:41](O)=[O:42])=[CH:36][CH:35]=1>>[C:26]1([C:8]2([C:2]3[CH:3]=[CH:4][CH:5]=[CH:6][CH:7]=3)[C@@H:16]3[C@@H:12]([CH2:13][N:14]([C:41](=[O:42])[CH2:40][C:37]4[CH:38]=[CH:39][C:34]([O:33][CH3:32])=[CH:35][CH:36]=4)[CH2:15]3)[C@@:11]([C:18]3[CH:23]=[CH:22][CH:21]=[CH:20][C:19]=3[O:24][CH3:25])([OH:17])[CH2:10][CH2:9]2)[CH:31]=[CH:30][CH:29]=[CH:28][CH:27]=1 |f:0.1|. Procedure: By working in accordance with Example 4, starting from 0.75 g of (3aS,4S,7aS)-7,7-diphenyl-4-(2-methoxyphenyl)perhydroisoindol-4-ol hydrochloride and 0.28 g of (4-methoxyphenyl)acetic acid, 0.61 g of (3aS,4S,7aS)-7,7-diphenyl-4-(2-methoxyphenyl)-2-[(4-methoxyphenyl)acetyl]perhydroisoindol-4-ol is obtained in the form of white crystals which melt at 211° C. Starting materials: Br, O=C([O-])[O-], CCOC(=O)c1nc(C)cnc1N, [Na+], [Na+], O. The product is CCOC(=O)c1nc(C)cnc1Br. As a reaction SMILES: [BrH:14].[C:15](=[O:16])([O-:17])[O-:18].[CH2:1]([CH3:2])[O:3][C:4](=[O:5])[c:6]1[n:7][c:8]([CH3:13])[cH:9][n:10][c:11]1[NH2:12].[Na+:19].[Na+:20].[OH2:21]>>[CH2:1]([CH3:2])[O:3][C:4](=[O:5])[c:6]1[n:7][c:8]([CH3:13])[cH:9][n:10][c:11]1[Br:14]. Isolated yield 18.4%. Procedure details: A mixture of 4-[2-((S)-1-aminoethyl)-6-fluorobenzoimidazol-1-yl]cyclohexanecarbonitrile (100 mg, 0.35 mmol), 6-chloro-9-(tetrahydropyran-2-yl)-9H-purine (91 mg, 0.38 mmol) and DIPEA (0.10 mL, 0.72 mmol) in n-butanol (0.7 mL) was heated for 48 h at 105° C. After cooling to RT, the crude reaction mixture was treated with 4N HCl in dioxane (0.5 mL) and stirred for 1 h at RT. The crude mixture was loaded onto an Isolute® SCX-2 cartridge and washed with MeOH followed by 2M NH3/MeOH. The basic fractio... Reaction SMILES: [NH2:1][C@H:2]([C:4]1[N:8]([CH:9]2[CH2:14][CH2:13][CH:12]([C:15]#[N:16])[CH2:11][CH2:10]2)[C:7]2[CH:17]=[C:18]([F:21])[CH:19]=[CH:20][C:6]=2[N:5]=1)[CH3:3].Cl[C:23]1[N:31]=[CH:30][N:29]=[C:28]2[C:24]=1[N:25]=[CH:26][N:27]2C1CCCCO1.CCN(C(C)C)C(C)C.Cl>C(O)CCC.O1CCOCC1>[F:21][C:18]1[CH:19]=[CH:20][C:6]2[N:5]=[C:4]([C@@H:2]([NH:1][C:23]3[N:31]=[CH:30][N:29]=[C:28]4[C:24]=3[N:25]=[CH:26][NH:27]4)[CH3:3])[N:8]([CH:9]3[CH2:14][CH2:13][CH:12]([C:15]#[N:16])[CH2:11][CH2:10]3)[C:7]=2[CH:17]=1. Starting materials: Cl (HCl), N[C@@H](C)C1=NC2=C(N1C1CCC(CC1)C#N)C=C(C=C2)F (4-[2-((S)-1-aminoethyl)-6-fluorobenzoimidazol-1-yl]cyclohexanecarbonitrile), ClC1=C2N=CN(C2=NC=N1)C1OCCCC1 (6-chloro-9-(tetrahydropyran-2-yl)-9H-purine), CCN(C(C)C)C(C)C (DIPEA), crude mixture. Solvent: O1CCOCC1 (dioxane), C(CCC)O (n-butanol). Product: FC=1C=CC2=C(N(C(=N2)[C@H](C)NC2=C3N=CNC3=NC=N2)C2CCC(CC2)C#N)C1 (4-{6-Fluoro-2-[(S)-1-(9H-purin-6-ylamino)-ethyl]-benzoimidazol-1-yl}-cyclohexanecarbonitrile). Reaction conditions: temperature 105 celsius, time 1 hour.